Dataset: the Open Reaction Database (ORD), a public repository of structured organic reaction records. Task: describe an organic reaction: reactants, conditions, products, and yield Procedure details: One droplet of DMF was added to a solution of 1-(2-methoxybenzyl)-7-(4-propoxyethoxyphenyl)-2,3-dihydro-1-benzazepine-4-carboxylic acid (190 mg) in tetrahydrofuran (10 ml). Then, thionyl chloride (139 mg) was added at 0° C., the temperature was returned to room temperature, and the mixture was stirred under nitrogen atmosphere for 1 hour. The solvent and excess thionyl chloride were evaporated under reduced pressure, the resulting residue was suspended in tetrahydrofuran (25 ml), and the suspens... RXN SMILES: [CH3:1][N:2]([CH:4]=O)[CH3:3].[CH3:6][O:7][C:8]1[CH:41]=[CH:40][CH:39]=[CH:38][C:9]=1[CH2:10][N:11]1[C:17]2[CH:18]=[CH:19][C:20]([C:22]3[CH:27]=[CH:26][C:25]([O:28][CH2:29][CH2:30][O:31][CH2:32][CH2:33][CH3:34])=[CH:24][CH:23]=3)=[CH:21][C:16]=2[CH:15]=[C:14]([C:35](O)=[O:36])[CH2:13][CH2:12]1.S(Cl)(Cl)=O>O1CCCC1>[CH3:6][O:7][C:8]1[CH:41]=[CH:40][CH:39]=[CH:38][C:9]=1[CH2:10][N:11]1[C:17]2[CH:18]=[CH:19][C:20]([C:22]3[CH:23]=[CH:24][C:25]([O:28][CH2:29][CH2:30][O:31][CH2:32][CH2:33][CH3:34])=[CH:26][CH:27]=3)=[CH:21][C:16]=2[CH:15]=[C:14]([C:35]([NH:11][C:17]2[CH:18]=[CH:19][C:20]([CH2:4][N:2]([CH3:1])[CH:3]3[CH2:30][CH2:29][O:28][CH2:25][CH2:24]3)=[CH:21][CH:16]=2)=[O:36])[CH2:13][CH2:12]1. Reaction conditions: time 1 hour. The solvent is O1CCCC1 (tetrahydrofuran). The product is COC1=C(CN2CCC(=CC3=C2C=CC(=C3)C3=CC=C(C=C3)OCCOCCC)C(=O)NC3=CC=C(C=C3)CN(C3CCOCC3)C)C=CC=C1 (1-(2-methoxybenzyl)-N-[4-[[N-methyl-N-(tetrahydropyran-4-yl)amino]methyl]phenyl]-7-(4-propoxyethoxyphenyl)-2,3-dihydro-1-benzazepine-4-carboxamide). Starting materials: CN(C)C=O (DMF), COC1=C(CN2CCC(=CC3=C2C=CC(=C3)C3=CC=C(C=C3)OCCOCCC)C(=O)O)C=CC=C1 (1-(2-methoxybenzyl)-7-(4-propoxyethoxyphenyl)-2,3-dihydro-1-benzazepine-4-carboxylic acid), S(=O)(Cl)Cl (thionyl chloride). The reactants are CCO, O=[N+]([O-])c1ccc(OCCN2CCOCC2)cc1. The product is Nc1ccc(OCCN2CCOCC2)cc1. As a reaction SMILES: [CH3:19][CH2:20][OH:21].[N+:1]([O-:2])(=[O:3])[c:4]1[cH:5][cH:6][c:7]([O:8][CH2:9][CH2:10][N:11]2[CH2:12][CH2:13][O:14][CH2:15][CH2:16]2)[cH:17][cH:18]1>>[NH2:1][c:4]1[cH:5][cH:6][c:7]([O:8][CH2:9][CH2:10][N:11]2[CH2:12][CH2:13][O:14][CH2:15][CH2:16]2)[cH:17][cH:18]1. Reactants: Cc1c(C(=O)Nc2ccc(Oc3ccnc4cc(OCCCC5(OC(=O)CNC(=O)OC(C)(C)C)CC5)ccc34)c(F)c2)c(=O)n(-c2ccccc2)n1C, CCOC(C)=O, CCOC(C)=O, Cl. Product: Cl, Cc1c(C(=O)Nc2ccc(Oc3ccnc4cc(OCCCC5(OC(=O)CN)CC5)ccc34)c(F)c2)c(=O)n(-c2ccccc2)n1C. Reaction SMILES: [C:1]([O:2][C:3](=[O:4])[NH:8][CH2:9][C:10](=[O:11])[O:12][C:13]1([CH2:16][CH2:17][CH2:18][O:19][c:20]2[cH:21][cH:22][c:23]3[c:24]([O:30][c:31]4[c:32]([F:54])[cH:33][c:34]([NH:37][C:38](=[O:39])[c:40]5[c:41]([CH3:53])[n:42]([CH3:52])[n:43](-[c:46]6[cH:47][cH:48][cH:49][cH:50][cH:51]6)[c:44]5=[O:45])[cH:35][cH:36]4)[cH:25][cH:26][n:27][c:28]3[cH:29]2)[CH2:14][CH2:15]1)([CH3:5])([CH3:6])[CH3:7].[CH3:56][CH2:57][O:58][C:59]([CH3:60])=[O:61].[CH3:62][CH2:63][O:64][C:65](=[O:66])[CH3:67].[ClH:55]>>[ClH:55].[NH2:8][CH2:9][C:10](=[O:11])[O:12][C:13]1([CH2:16][CH2:17][CH2:18][O:19][c:20]2[cH:21][cH:22][c:23]3[c:24]([O:30][c:31]4[c:32]([F:54])[cH:33][c:34]([NH:37][C:38](=[O:39])[c:40]5[c:41]([CH3:53])[n:42]([CH3:52])[n:43](-[c:46]6[cH:47][cH:48][cH:49][cH:50][cH:51]6)[c:44]5=[O:45])[cH:35][cH:36]4)[cH:25][cH:26][n:27][c:28]3[cH:29]2)[CH2:14][CH2:15]1. Reported procedure: A mixture of 6.20 g. (0.02 mole) of (4-methyl-6-piperonylamino-2-pyrimidinylthio)acetonitrile, 2.76 g. (0.04 mole) of hydroxylamine hydrochloride and 8.48 g. (0.08 mole) of sodium carbonate in 100 ml of N,N-dimethylformamide was heated on a steam bath for four hours. The mixture was filtered and the filtrate was evaporated in a rotary evaporator. The residue was triturated with ether and the insoluble material was collected and recrystallized from a mixture of ethanol-N,N-dimethylacetamide to gi... Yields the product O1COC2=C1C=CC=C2CNC2=NC(=NC(=C2)C)SCC(N)=NO (2-[4-(1,3-Benzodioxol-4-Ylmethylamino)-6-Methyl-2-Pyrimidinylthio]Acetamidoxime). Reactants: CC1=NC(=NC(=C1)NCC1=CC=2OCOC2C=C1)SCC#N ((4-methyl-6-piperonylamino-2-pyrimidinylthio)acetonitrile), Cl.NO (hydroxylamine hydrochloride), C([O-])([O-])=O.[Na+].[Na+] (sodium carbonate). Run in CN(C=O)C (N,N-dimethylformamide). Reaction SMILES: [CH3:1][C:2]1[CH:7]=[C:6]([NH:8][CH2:9][C:10]2[CH:18]=[CH:17][C:16]3[O:15][CH2:14][O:13][C:12]=3[CH:11]=2)[N:5]=[C:4]([S:19][CH2:20][C:21]#[N:22])[N:3]=1.Cl.[NH2:24][OH:25].C(=O)([O-])[O-].[Na+].[Na+]>CN(C)C=O>[O:13]1[C:12]2[CH:16]=[CH:17][CH:18]=[C:10]([CH2:9][NH:8][C:6]3[CH:7]=[C:2]([CH3:1])[N:3]=[C:4]([S:19][CH2:20][C:21](=[N:24][OH:25])[NH2:22])[N:5]=3)[C:11]=2[O:15][CH2:14]1 |f:1.2,3.4.5|.